Dataset: the Open Reaction Database (ORD), a public repository of structured organic reaction records. Task: describe an organic reaction: reactants, conditions, products, and yield Starting materials: ClCCl, [Na+], CN(C)C=O, [OH-], O, O=P(Cl)(Cl)Cl, Cc1cc(C)n(C(c2ccccc2)c2ccccc2)n1. Yields the product Cc1nn(C(c2ccccc2)c2ccccc2)c(C)c1C=O. As a reaction SMILES: [Cl:34][CH2:35][Cl:36].[Na+:27].[O:28]=[CH:29][N:30]([CH3:31])[CH3:32].[OH-:26].[OH2:33].[P:21]([Cl:22])([Cl:23])([Cl:24])=[O:25].[c:1]1([CH:7]([n:8]2[n:9][c:10]([CH3:14])[cH:11][c:12]2[CH3:13])[c:15]2[cH:16][cH:17][cH:18][cH:19][cH:20]2)[cH:2][cH:3][cH:4][cH:5][cH:6]1>>[c:1]1([CH:7]([n:8]2[n:9][c:10]([CH3:14])[c:11]([CH:29]=[O:28])[c:12]2[CH3:13])[c:15]2[cH:16][cH:17][cH:18][cH:19][cH:20]2)[cH:2][cH:3][cH:4][cH:5][cH:6]1. Starting materials: BrC1=CC(=C(C=C1)NC1CCN(CC1)C(=O)OC(C)(C)C)C#N (tert-butyl 4-(4-bromo-2-cyanophenylamino)piperidine-1-carboxylate), C1CCOC1 (THF). Run at time 20 hour. The product is NCC1=C(C=CC(=C1)Br)NC1CCN(CC1)C(=O)OC(C)(C)C (tert-butyl 4-(2-(aminomethyl)-4-bromophenylamino)piperidine-1-carboxylate). RXN SMILES: [Br:1][C:2]1[CH:7]=[CH:6][C:5]([NH:8][CH:9]2[CH2:14][CH2:13][N:12]([C:15]([O:17][C:18]([CH3:21])([CH3:20])[CH3:19])=[O:16])[CH2:11][CH2:10]2)=[C:4]([C:22]#[N:23])[CH:3]=1.C1COCC1>>[NH2:23][CH2:22][C:4]1[CH:3]=[C:2]([Br:1])[CH:7]=[CH:6][C:5]=1[NH:8][CH:9]1[CH2:10][CH2:11][N:12]([C:15]([O:17][C:18]([CH3:21])([CH3:20])[CH3:19])=[O:16])[CH2:13][CH2:14]1. Reported procedure: A solution of tert-butyl 4-(4-bromo-2-cyanophenylamino)piperidine-1-carboxylate (1.00 g, 3 mmol) in THF (10 ml, 123 mmol) under argon was added borane-tetrahydrofuran complex (8 ml, 8 mmol) and stirred at RT for 20 h. The reaction was cooled to 0° C. and quenched with MeOH. The mixture was further diluted with EtOAc and washed with saturated aqueous NaHCO3 and brine, then dried (MgSO4). Evaporation gave a relatively pure crop of the desired product, tert-butyl 4-(2-(aminomethyl)-4-bromophenylami... Starting materials: COC(=O)C(CC(C)C)N1CC(Oc2cccc(C(F)(F)F)c2)=CC1=O, [Li+], C1CCOC1, [OH-], O, O. Product: CC(C)CC(C(=O)O)N1CC(Oc2cccc(C(F)(F)F)c2)=CC1=O. As a reaction SMILES: [CH3:1][O:2][C:3]([CH:4]([CH2:5][CH:6]([CH3:7])[CH3:8])[N:9]1[C:10](=[O:25])[CH:11]=[C:12]([O:14][c:15]2[cH:16][c:17]([C:21]([F:22])([F:23])[F:24])[cH:18][cH:19][cH:20]2)[CH2:13]1)=[O:26].[Li+:29].[O:30]1[CH2:31][CH2:32][CH2:33][CH2:34]1.[OH-:28].[OH2:27].[OH2:35]>>[O:2]=[C:3]([CH:4]([CH2:5][CH:6]([CH3:7])[CH3:8])[N:9]1[C:10](=[O:25])[CH:11]=[C:12]([O:14][c:15]2[cH:16][c:17]([C:21]([F:22])([F:23])[F:24])[cH:18][cH:19][cH:20]2)[CH2:13]1)[OH:26]. The reactants are C(=O)N1CC(N(CC1)C1=NC2=CC=C(C=C2C=C1)[N+](=O)[O-])CCCOS(=O)(=O)C1=CC=C(C=C1)C (3-(4-formyl-1-(6-nitroquinolin-2-yl)piperazin-2-yl)propyl-4-methylbenzene-sulfonate), CCCC[N+](CCCC)(CCCC)CCCC.[F-] (TBAF). The solvent is C1CCOC1 (THF). Reaction conditions: temperature 55 celsius. The product is C(=O)N1CC(N(CC1)C1=NC2=CC=C(C=C2C=C1)[N+](=O)[O-])CCCF (N-Formyl-3-(3-fluoropropyl)-4-(6-nitroquinolin-2-yl)piperazine), 31. Isolated yield 64.0%. As a reaction SMILES: [CH:1]([N:3]1[CH2:8][CH2:7][N:6]([C:9]2[CH:18]=[CH:17][C:16]3[C:11](=[CH:12][CH:13]=[C:14]([N+:19]([O-:21])=[O:20])[CH:15]=3)[N:10]=2)[CH:5]([CH2:22][CH2:23][CH2:24]OS(C2C=CC(C)=CC=2)(=O)=O)[CH2:4]1)=[O:2].CCCC[N+](CCCC)(CCCC)CCCC.[F-:53]>C1COCC1>[CH:1]([N:3]1[CH2:8][CH2:7][N:6]([C:9]2[CH:18]=[CH:17][C:16]3[C:11](=[CH:12][CH:13]=[C:14]([N+:19]([O-:21])=[O:20])[CH:15]=3)[N:10]=2)[CH:5]([CH2:22][CH2:23][CH2:24][F:53])[CH2:4]1)=[O:2] |f:1.2|. Procedure details: A solution of 3-(4-formyl-1-(6-nitroquinolin-2-yl)piperazin-2-yl)propyl-4-methylbenzene-sulfonate 30 (0.056 g, 0.11 mmol) in dry THF (0.30 mL) was treated with a solution of TBAF (0.16 mL, 1 M in THF, 0.16 mmol) to give a dark orange solution. The reaction mixture was heated at 55° C. for 2 h, and then was concentrated in vacuo and diluted with CHCl3. The crude material was purified by column chromatography to give N-Formyl-3-(3-fluoropropyl)-4-(6-nitroquinolin-2-yl)piperazine, 31 as a yellow fo... The reactants are NC1=NC(=NC(=C1)Cl)Cl (4-Amino-2,6-dichloropyrimidine), C(C)(=O)OC(C)=O (acetic anhydride), C(=O)(O)[O-].[Na+] (NaHCO3). Product: ClC1=NC(=CC(=N1)NC(C)=O)Cl (N-(2,6-Dichloropyrimidin-4-yl)acetamide). The yield is 80.0%. Reaction SMILES: [NH2:1][C:2]1[CH:7]=[C:6]([Cl:8])[N:5]=[C:4]([Cl:9])[N:3]=1.C([O-])(O)=O.[Na+].[C:15](OC(=O)C)(=[O:17])[CH3:16]>>[Cl:9][C:4]1[N:3]=[C:2]([NH:1][C:15](=[O:17])[CH3:16])[CH:7]=[C:6]([Cl:8])[N:5]=1 |f:1.2|. Procedure: 4-Amino-2,6-dichloropyrimidine (500 mg, 3.05 mmol) was refluxed in acetic anhydride (10 ml) for 3 h. Upon cooling to room temperature, the reaction mixture was cooled in an ice bath and basified to pH 8 with 10% aqueous NaHCO3. The phases were separated, and the aqueous portion was extracted twice with EtOAc. The combined organic portions were dried over Na2SO4, filtered, and concentrated to give an off-white solid (503.7 mg, 2.44 mmol, 80% yield). The product is COc1cc(O)c(NC(C)=O)c(O)c1. As a reaction SMILES: [CH3:14][C:15](=[O:16])[O:17][C:18](=[O:19])[CH3:20].[CH3:21][OH:22].[OH:1][c:2]1[c:3]([N+:11]([O-:12])=[O:13])[c:4]([OH:10])[cH:5][c:6]([O:8][CH3:9])[cH:7]1>>[OH:1][c:2]1[c:3]([NH:11][C:15]([CH3:14])=[O:16])[c:4]([OH:10])[cH:5][c:6]([O:8][CH3:9])[cH:7]1. Reactants: CC(=O)OC(C)=O, CO, COc1cc(O)c([N+](=O)[O-])c(O)c1.